From a dataset of the Open Reaction Database (ORD), a public repository of structured organic reaction records. describe an organic reaction: reactants, conditions, products, and yield The reactants are COC1=C(C(=O)O)C(=C(C=C1)OC)OC (2,5,6-trimethoxybenzoic acid), C(Cl)(Cl)Cl (CHCl3), SO2Cl2, C(Cl)(Cl)Cl (CHCl3). Reaction conditions: temperature 0 celsius, time 2 hour. Product: ClC=1C(=C(C(=O)O)C(=C(C1)OC)OC)OC (3-chloro-2,5,6-trimethoxybenzoic acid). Yield: 95.0%. As a reaction SMILES: [CH3:1][O:2][C:3]1[CH:11]=[CH:10][C:9]([O:12][CH3:13])=[C:8]([O:14][CH3:15])[C:4]=1[C:5]([OH:7])=[O:6].C(Cl)(Cl)[Cl:17]>>[Cl:17][C:11]1[C:3]([O:2][CH3:1])=[C:4]([C:8]([O:14][CH3:15])=[C:9]([O:12][CH3:13])[CH:10]=1)[C:5]([OH:7])=[O:6]. Procedure details: 2,5,6-trimethoxybenzoic acid 5.0 g (0.024 mol) was suspended in 75 ml of CHCl3 and cooled to 0° C. 1.9 ml (0.024 mol) of SO2Cl2 was added under N2 -atm. The reaction was stirred for 2 hr and allowed to slowly attain room temperature. The reaction mixture was diluted 100 ml CHCl3 and washed with 200 ml H2O. The aqueous layer was washed with 50 ml CHCl3 and the combined organic layer was dried (Na2SO4) and the solvent was evaporated. Gave 5.5 g (95%) of 3-chloro-2,5,6-trimethoxybenzoic acid (oil).... Reactants: CN(CCOc1ccc(CC2SC(=O)NC2=O)cc1)c1ccccn1, CS(=O)(=O)O, CC(C)O. Yields the product CN(CCOc1ccc(CC2SC(=O)NC2=O)cc1)c1ccccn1, CS(=O)(=O)O. As a reaction SMILES: [CH3:1][N:2]([c:3]1[n:4][cH:5][cH:6][cH:7][cH:8]1)[CH2:9][CH2:10][O:11][c:12]1[cH:13][cH:14][c:15]([CH2:16][CH:17]2[C:18](=[O:23])[NH:19][C:20](=[O:22])[S:21]2)[cH:24][cH:25]1.[CH3:26][S:27]([OH:28])(=[O:29])=[O:30].[CH3:31][CH:32]([OH:33])[CH3:34]>>[CH3:1][N:2]([c:3]1[n:4][cH:5][cH:6][cH:7][cH:8]1)[CH2:9][CH2:10][O:11][c:12]1[cH:13][cH:14][c:15]([CH2:16][CH:17]2[C:18](=[O:23])[NH:19][C:20](=[O:22])[S:21]2)[cH:24][cH:25]1.[CH3:26][S:27](=[O:28])(=[O:29])[OH:30]. Starting materials: solution, [NH4+].[Cl-] (NH4Cl), C(C)(C)NC(C)C (diisopropylamine), ClC=1C(=CC2=C(N(C=N2)COCCOC)C1)OC1=CC=CC=C1 (6-chloro-1-(2-methoxy-ethoxymethyl)-5-phenoxy-1H-benzoimidazole), ClN1C(CCC1=O)=O (N-chlorosuccinimide). The solvent is hexanes, C1CCOC1 (THF), C1CCOC1 (THF), C1CCOC1 (THF). Run at time 45 minute. Yields the product ClC1=NC2=C(N1COCCOC)C=C(C(=C2)OC2=CC=CC=C2)Cl (2,6-Dichloro-1-(2-methoxy-ethoxymethyl)-5-phenoxy-1H-benzoimidazole). RXN SMILES: C(NC(C)C)(C)C.[Cl:8][C:9]1[C:10]([O:24][C:25]2[CH:30]=[CH:29][CH:28]=[CH:27][CH:26]=2)=[CH:11][C:12]2[N:16]=[CH:15][N:14]([CH2:17][O:18][CH2:19][CH2:20][O:21][CH3:22])[C:13]=2[CH:23]=1.[Cl:31]N1C(=O)CCC1=O.[NH4+].[Cl-]>C1COCC1>[Cl:31][C:15]1[N:14]([CH2:17][O:18][CH2:19][CH2:20][O:21][CH3:22])[C:13]2[CH:23]=[C:9]([Cl:8])[C:10]([O:24][C:25]3[CH:30]=[CH:29][CH:28]=[CH:27][CH:26]=3)=[CH:11][C:12]=2[N:16]=1 |f:3.4|. Procedure details: To a solution of diisopropylamine (260 L, 1.85 mmol) in dry THF (2 mL) cooled in −78° C. bath was added n-buthyllithium in hexanes (1.16 mL of a 1.6 M solution). After 45 min, the contents of the flask were added via syringe to a −78° C. solution of 6-chloro-1-(2-methoxy-ethoxymethyl)-5-phenoxy-1H-benzoimidazole (0.560 g, 1.68 mmol) in dry THF (2 mL). After 60 min, N-chlorosuccinimide (0.247 g, 1.85 mmol) in THF (3 mL) was added via syringe to the dark solution at which time the color changed to... Reaction SMILES: [I:1][CH3:2].[CH2:3]([O:6][C:7]([N:9]1[C@H:13]([CH:14]([OH:23])[C:15]2[N:22]3[C:18]([S:19][CH:20]=[CH:21]3)=[CH:17][N:16]=2)[CH2:12][C@H:11]([S:24][C:25]2[C@H:26]([CH3:42])[C@@H:27]3[C@@H:37]([C@H:38]([OH:40])[CH3:39])[C:36](=[O:41])[N:28]3[C:29]=2[C:30]([O:32][CH2:33][CH:34]=[CH2:35])=[O:31])[CH2:10]1)=[O:8])[CH:4]=[CH2:5]>>[I-:1].[CH2:3]([O:6][C:7]([N:9]1[C@H:13]([CH:14]([OH:23])[C:15]2[N:16]([CH3:2])[CH:17]=[C:18]3[N+:22]=2[CH:21]=[CH:20][S:19]3)[CH2:12][C@H:11]([S:24][C:25]2[C@H:26]([CH3:42])[C@@H:27]3[C@@H:37]([C@H:38]([OH:40])[CH3:39])[C:36](=[O:41])[N:28]3[C:29]=2[C:30]([O:32][CH2:33][CH:34]=[CH2:35])=[O:31])[CH2:10]1)=[O:8])[CH:4]=[CH2:5] |f:2.3|. Reported procedure: Iodomethane (0.76 g) is added to 62.8 mg of allyl(1R,5S,6S)-2-[(3S,5S)-1-allyloxycarbonyl-5-[1-hydroxy-1-(imidazo[5,1-b]thiazol-5-yl)methyl]pyrrolidin-3-yl]thio-6-((1R)-1-hydroxyethyl)-1-methylcarbapen-2-em-3-carboxylate (stereoisomer A) described in Example 12-d), and the mixture is stirred in an argon atmosphere in a light-shielded state at room temperature for 19.5 hr. The excess reagent is removed by evaporation under reduced pressure, and the residue is purified by column chromatography on ... Reactants: IC (Iodomethane), C(C=C)OC(=O)N1C[C@H](C[C@H]1C(C1=NC=C2SC=CN21)O)SC=2[C@@H]([C@H]1N(C2C(=O)OCC=C)C([C@@H]1[C@@H](C)O)=O)C (allyl(1R,5S,6S)-2-[(3S,5S)-1-allyloxycarbonyl-5-[1-hydroxy-1-(imidazo[5,1-b]thiazol-5-yl)methyl]pyrrolidin-3-yl]thio-6-((1R)-1-hydroxyethyl)-1-methylcarbapen-2-em-3-carboxylate). Reaction conditions: time 19.5 hour. The product is [I-].C(C=C)OC(=O)N1C[C@H](C[C@H]1C(C=1N(C=C2SC=C[N+]21)C)O)SC=2[C@@H]([C@H]1N(C2C(=O)OCC=C)C([C@@H]1[C@@H](C)O)=O)C (allyl(1R,5S,6S)-2-[(3S,5S)-1-allyloxycarbonyl-5-[1-hydroxy-1-(6-methylimidazo[5,1-b]thiazolium-5-yl)methyl]pyrrolidin-3-yl]thio-6-((1R)-1-hydroxyethyl)-1-methylcarbapen-2-em-3-carboxylate iodide). Isolated yield 83.4%. Starting materials: C1(=CC=CC=C1)CCNS(=O)(=O)C1=CC=C(C=C1)NC(C)=O (N-(2-phenylethyl)-4-acetamidobenzene sulfonamide). Run in O1CCOCC1 (dioxane). The product is C1(=CC=CC=C1)CCNS(=O)(=O)C1=CC=C(C=C1)N (N-(2-phenylethyl)-4-aminobenzene sulfonamide). Yield: 91.5%. Reaction SMILES: [C:1]1([CH2:7][CH2:8][NH:9][S:10]([C:13]2[CH:18]=[CH:17][C:16]([NH:19]C(=O)C)=[CH:15][CH:14]=2)(=[O:12])=[O:11])[CH:6]=[CH:5][CH:4]=[CH:3][CH:2]=1>O1CCOCC1>[C:1]1([CH2:7][CH2:8][NH:9][S:10]([C:13]2[CH:14]=[CH:15][C:16]([NH2:19])=[CH:17][CH:18]=2)(=[O:12])=[O:11])[CH:2]=[CH:3][CH:4]=[CH:5][CH:6]=1. Reported procedure: To a solution of 23 (0.6 g, 1.7 mmol) in dioxane (8 ml) 20% NaOH is added (13 ml) and the mixture is refluxed for 1.5 hours. The solvent is concentrated under reduced pressure and the aqueous phase is added with 20% NaOH to pH=7. The resulting solid is filtered under reduced pressure, washed with water and dried to give compound 24 as white solid (0.43 g, 83% yield). The reactants are O=C([O-])[O-], CC(C)N, Fc1cnccc1-c1nc2cc(C(F)(F)F)ccc2o1, [K+], [K+], CN(C)C=O, O. Yields the product CC(C)Nc1cnccc1-c1nc2cc(C(F)(F)F)ccc2o1. As a reaction SMILES: [C:21](=[O:22])([O-:23])[O-:24].[CH3:27][CH:28]([CH3:29])[NH2:30].[F:1][c:2]1[cH:3][n:4][cH:5][cH:6][c:7]1-[c:8]1[o:9][c:10]2[c:11]([n:12]1)[cH:13][c:14]([C:17]([F:18])([F:19])[F:20])[cH:15][cH:16]2.[K+:25].[K+:26].[O:31]=[CH:32][N:33]([CH3:34])[CH3:35].[OH2:36]>>[c:2]1([NH:30][CH:28]([CH3:27])[CH3:29])[cH:3][n:4][cH:5][cH:6][c:7]1-[c:8]1[o:9][c:10]2[c:11]([n:12]1)[cH:13][c:14]([C:17]([F:18])([F:19])[F:20])[cH:15][cH:16]2. The reactants are OC1=NC(=NC=C1C(=O)OCC)[C@@H]1CC[C@H](CC1)CCC (ethyl trans-4-hydroxy-2-(4-propylcyclohexyl)-5-pyrimidinecarboxylate), P(=O)(Cl)(Cl)Cl (phosphorus oxychloride). The product is ClC1=NC(=NC=C1C(=O)OCC)[C@@H]1CC[C@H](CC1)CCC (ethyl trans-4-chloro-2-(4-propylcyclohexyl)-5-pyrimidinecarboxylate). RXN SMILES: O[C:2]1[C:7]([C:8]([O:10][CH2:11][CH3:12])=[O:9])=[CH:6][N:5]=[C:4]([C@H:13]2[CH2:18][CH2:17][C@H:16]([CH2:19][CH2:20][CH3:21])[CH2:15][CH2:14]2)[N:3]=1.P(Cl)(Cl)([Cl:24])=O>>[Cl:24][C:2]1[C:7]([C:8]([O:10][CH2:11][CH3:12])=[O:9])=[CH:6][N:5]=[C:4]([C@H:13]2[CH2:18][CH2:17][C@H:16]([CH2:19][CH2:20][CH3:21])[CH2:15][CH2:14]2)[N:3]=1. Reported procedure: 32.85 g of ethyl trans-4-hydroxy-2-(4-propylcyclohexyl)-5-pyrimidinecarboxylate are boiled under reflux for 3.5 hours with 210 ml of phosphorus oxychloride. After cooling, the mixture is concentrated in vacuo and evaporated twice further with 100 ml of toluene each time. The residue is chromatographed with methylene chloride on a column of 300 g of silica gel. There are obtained 31.3 g of crude ethyl trans-4-chloro-2-(4-propylcyclohexyl)-5-pyrimidinecarboxylate as a yellow oil. Starting materials: C1COC(NO)(C2C(CCN(CC2)C(=O)OC)=O)O1 (1-Methoxycarbonyl-4-oxoperhydroazepine-5-carbohydroxamic acid ethylene ketal), Cl (hydrochloric acid). The solvent is CO (methanol). Conditions: temperature 80 celsius. Yields the product OC1=NOC2=C1CCN(CC2)C(=O)OC (methyl 3-hydroxy-5,6,7,8-tetrahydro-4H-isoxazolo[4,5-d]azepine-6-carboxylate). Yield: 58.4%. RXN SMILES: C1O[C:4]([CH:7]2[CH2:13][CH2:12][N:11]([C:14]([O:16][CH3:17])=[O:15])[CH2:10][CH2:9][C:8]2=[O:18])([NH:5]O)[O:3]C1.Cl>CO>[OH:3][C:4]1[C:7]2[CH2:13][CH2:12][N:11]([C:14]([O:16][CH3:17])=[O:15])[CH2:10][CH2:9][C:8]=2[O:18][N:5]=1. Procedure: To a solution of (IV) (12.0 g; 0.044 mol) in methanol (45 mL) was added at 80° C. concentrated hydrochloric acid (45 mL). After continued heating at 80° C. for 15 min, the reaction mixture was evaporated to ca. 40 mL and then extracted with chloroform (3×100 mL). The combined organic phases were dried (MgSO4), filtered and evaporated. The residue was recrystallized from ethyl acetate to give (III) (5.45 g; 58%), M.p. 127.0°-128.0° C. Anal. C9H12N2O4. Reactants: C(C)I (ethyl iodide), C(C)NS(=O)(=O)C1=NC2=C(N1)C=CC=C2 (N-ethyl-1H-benzimidazole-2-sulfonamide), C([O-])([O-])=O.[Na+].[Na+] (sodium carbonate). The solvent is CC(=O)C (acetone), O (water). Yields the product C(C)N1C(=NC2=C1C=CC=C2)S(=O)(=O)NCC (1,N-diethyl-1H-benzimidazole-2-sulfonamide). Yield: 74.7%. As a reaction SMILES: [CH2:1](I)[CH3:2].[CH2:4]([NH:6][S:7]([C:10]1[NH:14][C:13]2[CH:15]=[CH:16][CH:17]=[CH:18][C:12]=2[N:11]=1)(=[O:9])=[O:8])[CH3:5].C(=O)([O-])[O-].[Na+].[Na+]>CC(C)=O.O>[CH2:1]([N:14]1[C:13]2[CH:15]=[CH:16][CH:17]=[CH:18][C:12]=2[N:11]=[C:10]1[S:7]([NH:6][CH2:4][CH3:5])(=[O:9])=[O:8])[CH3:2] |f:2.3.4|. Procedure details: 46.8 g (0.3 mol) of ethyl iodide are added to a suspension of 67.5 g (0.3 mol) of N-ethyl-1H-benzimidazole-2-sulfonamide and 47.7 g (0.45 mol) of sodium carbonate in 450 ml of acetone and 20 ml of water. The mixture is left under reflux for 20 hours, the acetone is evaporated off, 200 ml of water are added and the product is extracted with methylene chloride. The organic layer is dried (Na2SO4) and evaporated. The residue is recrystallized from an ethanol/water mixture (2:1) to give 56.8 g (75%)... Procedure details: To a solution of 1-methylcyclopropanecarboxylic acid (C49) (30 g, 300 mmol) in dichloromethane (500 mL) was added 1,1′-carbonyldiimidazole (51 g, 315 mmol) portion-wise, not allowing the temperature to exceed 25° C. The mixture was stirred at room temperature for 2 hours. N,O-Dimethylhydroxylamine hydrochloride (34.8 g, 357 mmol) was added in one portion and stirred at room temperature for 12 hours. The mixture was washed with water (2×200 mL) and saturated aqueous sodium chloride solution (100 ... Yields the product CON(C(=O)C1(CC1)C)C (N-methoxy-N,1-dimethylcyclopropanecarboxamide). Solvent: ClCCl (dichloromethane). Run at time 2 hour. Reactants: CC1(CC1)C(=O)O (1-methylcyclopropanecarboxylic acid), C(=O)(N1C=NC=C1)N1C=NC=C1 (1,1′-carbonyldiimidazole), Cl.CNOC (N,O-Dimethylhydroxylamine hydrochloride). As a reaction SMILES: [CH3:1][C:2]1([C:5]([OH:7])=O)[CH2:4][CH2:3]1.C(N1C=CN=C1)(N1C=CN=C1)=O.Cl.[CH3:21][NH:22][O:23][CH3:24]>ClCCl>[CH3:24][O:23][N:22]([CH3:21])[C:5]([C:2]1([CH3:1])[CH2:4][CH2:3]1)=[O:7] |f:2.3|.